Dataset: the Open Reaction Database (ORD), a public repository of structured organic reaction records. Task: describe an organic reaction: reactants, conditions, products, and yield The reactants are C(C)(=O)OC(C)=O (acetic anhydride), NC=1C=CC(=C(C1)C=1C=CC(NN1)=S)OCC(CNC(C)(C)C)O (6-[5-amino-2-(3-t-butylamino-2-hydroxypropoxy)phenyl]-3(3H)-pyridazinethione). Yields the product C(C)(=O)NC=1C=CC(=C(C1)C=1C=CC(NN1)=S)OCC(CNC(C)(C)C)O (6-[5-acetamido-2-(3-t-butylamino-2-hydroxypropoxy)phenyl]-3(2H)-pyridazinethione). Reaction SMILES: [C:1](OC(=O)C)(=[O:3])[CH3:2].[NH2:8][C:9]1[CH:10]=[CH:11][C:12]([O:22][CH2:23][CH:24]([OH:31])[CH2:25][NH:26][C:27]([CH3:30])([CH3:29])[CH3:28])=[C:13]([C:15]2[CH:16]=[CH:17][C:18](=[S:21])[NH:19][N:20]=2)[CH:14]=1>>[C:1]([NH:8][C:9]1[CH:10]=[CH:11][C:12]([O:22][CH2:23][CH:24]([OH:31])[CH2:25][NH:26][C:27]([CH3:28])([CH3:30])[CH3:29])=[C:13]([C:15]2[CH:16]=[CH:17][C:18](=[S:21])[NH:19][N:20]=2)[CH:14]=1)(=[O:3])[CH3:2]. Procedure: Addition of acetic anhydride to a stirred suspension of 6-[5-amino-2-(3-t-butylamino-2-hydroxypropoxy)phenyl]-3(3H)-pyridazinethione in an aqueous buffer solution at pH 5.5 gave 6-[5-acetamido-2-(3-t-butylamino-2-hydroxypropoxy)phenyl]-3(2H)-pyridazinethione. Reactants: CC=1C=C(C=CC1)I (3-methyliodobenzene), C1(=CC=CC=C1)P(C1=CC=CC=C1)C1=CC=CC=C1 (triphenylphosphine), C(C#C)O (propargyl alcohol), C(C)(C)N(CC)C(C)C (diisopropylethylamine). Reagents/catalysts: [Cu]I (copper(I) iodide), C1=CC=C(C=C1)/C=C/C(=O)/C=C/C2=CC=CC=C2.C1=CC=C(C=C1)/C=C/C(=O)/C=C/C2=CC=CC=C2.C1=CC=C(C=C1)/C=C/C(=O)/C=C/C2=CC=CC=C2.C(Cl)(Cl)Cl.[Pd].[Pd] (tris(dibenzylideneacetone)dipalladium(0) chloroform adduct). Solvent: O1CCCC1 (tetrahydrofuran), O (water). Reaction conditions: time 10 hour. Product: CC=1C=C(C=CC1)C#CCO (3-(3-methylphenyl)-2-propyne-1-ol). As a reaction SMILES: [CH3:1][C:2]1[CH:3]=[C:4](I)[CH:5]=[CH:6][CH:7]=1.C1(P(C2C=CC=CC=2)C2C=CC=CC=2)C=CC=CC=1.[CH2:28]([OH:31])[C:29]#[CH:30].C(N(C(C)C)CC)(C)C>[Cu]I.C1C=CC(/C=C/C(/C=C/C2C=CC=CC=2)=O)=CC=1.C1C=CC(/C=C/C(/C=C/C2C=CC=CC=2)=O)=CC=1.C1C=CC(/C=C/C(/C=C/C2C=CC=CC=2)=O)=CC=1.C(Cl)(Cl)Cl.[Pd].[Pd].O.O1CCCC1>[CH3:1][C:2]1[CH:3]=[C:4]([C:30]#[C:29][CH2:28][OH:31])[CH:5]=[CH:6][CH:7]=1 |f:5.6.7.8.9.10|. Reported procedure: A mixture of 3-methyliodobenzene (25.1 g), copper(I) iodide (440 mg), triphenylphosphine (1.50 g), tris(dibenzylideneacetone)dipalladium(0) chloroform adduct (2.39 g), propargyl alcohol (7.50 ml), diisopropylethylamine (80.0 ml) and tetrahydrofuran (230 ml) was stirred at room temperature for 10 hr. The reaction mixture was added to water, and the mixture was extracted with ethyl acetate, washed with saturated brine, and dried over anhydrous sodium sulfate. The solvent was evaporated under reduc... Starting materials: BrC1=CC=C2OC=3C(=CC(=CC3C(C2=C1)(O)C=C)OC)F (7-bromo-4-fluoro-2-methoxy-9-vinyl-9H-xanthen-9-ol), CO (methanol), S(O)(O)(=O)=O (sulfuric acid). Run at temperature 55 celsius. The product is BrC1=CC=C2OC=3C(=CC(=CC3C(C2=C1)=CCOC)OC)F (7-bromo-4-fluoro-2-methoxy-9-(2-methoxyethylidene)-9H-xanthene). Isolated yield 42.8%. Reaction SMILES: [Br:1][C:2]1[CH:15]=[C:14]2[C:5]([O:6][C:7]3[C:8]([F:21])=[CH:9][C:10]([O:19][CH3:20])=[CH:11][C:12]=3[C:13]2([CH:17]=[CH2:18])O)=[CH:4][CH:3]=1.[CH3:22][OH:23].S(=O)(=O)(O)O>>[Br:1][C:2]1[CH:15]=[C:14]2[C:5]([O:6][C:7]3[C:8]([F:21])=[CH:9][C:10]([O:19][CH3:20])=[CH:11][C:12]=3[C:13]2=[CH:17][CH2:18][O:23][CH3:22])=[CH:4][CH:3]=1. Procedure: To a 250 mL of RBF were added 7-bromo-4-fluoro-2-methoxy-9-vinyl-9H-xanthen-9-ol (8.69 g, 24.75 mmol), methanol (100 mL, 2475 mmol) and sulfuric acid (0.2M in water) (12.4 mL, 2.48 mmol). The mixture was heated to 55° C. for 25 min. The solvent was removed and the residue was diluted with EtOAc. The organic layer was washed by saturated aqueous NaHCO3. The aqueous layer was further extracted with EtOAc. The organic layers were combined and washed with brine, dried over magnesium sulfate, filtere...